This data is from the Open Reaction Database (ORD), a public repository of structured organic reaction records. The task is: describe an organic reaction: reactants, conditions, products, and yield Reactants: CCO, O=C[O-], [NH4+], CC1=C(C)Cc2c(-c3ccccc3)[nH]c(-c3ccccc3)c2C1. The product is CC1Cc2c(-c3ccccc3)[nH]c(-c3ccccc3)c2CC1C. Reaction SMILES: [CH3:28][CH2:29][OH:30].[CH:24]([O-:25])=[O:26].[NH4+:27].[c:1]1(-[c:7]2[nH:8][c:9](-[c:18]3[cH:19][cH:20][cH:21][cH:22][cH:23]3)[c:10]3[c:15]2[CH2:14][C:13]([CH3:16])=[C:12]([CH3:17])[CH2:11]3)[cH:2][cH:3][cH:4][cH:5][cH:6]1>>[c:1]1(-[c:7]2[nH:8][c:9](-[c:18]3[cH:19][cH:20][cH:21][cH:22][cH:23]3)[c:10]3[c:15]2[CH2:14][CH:13]([CH3:16])[CH:12]([CH3:17])[CH2:11]3)[cH:2][cH:3][cH:4][cH:5][cH:6]1. Reactants: COCCCNS(=O)(=O)Cc1cccc([N+](=O)[O-])c1, CO. The product is COCCCNS(=O)(=O)Cc1cccc(N)c1. Reaction SMILES: [CH3:1][O:2][CH2:3][CH2:4][CH2:5][NH:6][S:7](=[O:8])(=[O:9])[CH2:10][c:11]1[cH:12][c:13]([N+:17]([O-:18])=[O:19])[cH:14][cH:15][cH:16]1.[CH3:20][OH:21]>>[CH3:1][O:2][CH2:3][CH2:4][CH2:5][NH:6][S:7](=[O:8])(=[O:9])[CH2:10][c:11]1[cH:12][c:13]([NH2:17])[cH:14][cH:15][cH:16]1.